This data is from the Open Reaction Database (ORD), a public repository of structured organic reaction records. The task is: describe an organic reaction: reactants, conditions, products, and yield The reactants are OS(=O)(=O)[O-].[K+] (KHSO4), C(C1=CC=CC=C1)[C@@H]1N(C(OC1)=O)C(CCCCC1=CC=CC=C1)=O ((S)-4-benzyl-3-(5-phenylpentanoyl)oxazolidin-2-one), IC (iodomethane), C[Si](C)(C)[N-][Si](C)(C)C.[Li+] (lithium bis-(trimethylsilyl)amide). Run in C1CCOC1 (THF). Conditions: temperature -78 celsius, time 1 hour. Product: C(C1=CC=CC=C1)[C@@H]1N(C(OC1)=O)C([C@H](CCCC1=CC=CC=C1)C)=O ((S)-4-benzyl-3-((S)-2-methyl-5-phenylpentanoyl)oxazolidin-2-one). The yield is 43.5%. Reaction SMILES: [CH2:1]([C@H:8]1[CH2:12][O:11][C:10](=[O:13])[N:9]1[C:14](=[O:25])[CH2:15][CH2:16][CH2:17][CH2:18][C:19]1[CH:24]=[CH:23][CH:22]=[CH:21][CH:20]=1)[C:2]1[CH:7]=[CH:6][CH:5]=[CH:4][CH:3]=1.[CH3:26][Si]([N-][Si](C)(C)C)(C)C.[Li+].IC.OS([O-])(=O)=O.[K+]>C1COCC1>[CH2:1]([C@H:8]1[CH2:12][O:11][C:10](=[O:13])[N:9]1[C:14](=[O:25])[C@@H:15]([CH3:26])[CH2:16][CH2:17][CH2:18][C:19]1[CH:24]=[CH:23][CH:22]=[CH:21][CH:20]=1)[C:2]1[CH:3]=[CH:4][CH:5]=[CH:6][CH:7]=1 |f:1.2,4.5|. Reported procedure: To a stirring solution consisting of (S)-4-benzyl-3-(5-phenylpentanoyl)oxazolidin-2-one (21ma, 1.24 g, 3.68 mmol) in THF (20 mL) at −78° C. was slowly added lithium bis-(trimethylsilyl)amide solution (4.41 mL, 4.41 mmol, 1 M solution in THF). The reaction mixture was stirred at −78° C. for one hour, after which time iodomethane (0.27 mL, 4.2 mmol) was slowly added. The resulting reaction mixture was allowed to rise to room temperature with stirring overnight. The mixture was acidified with 5% KH... Starting materials: [Br-].C(C1=CC=CC=C1)[N+]12CCC(CC1)(C2)C(=O)OCC (ethyl 1-benzyl-1-azoniabicyclo[2.2.1]hept-4-ylcarboxylate bromide). Reagents/catalysts: [Pd] (palladium on charcoal). Solvent: C(C)O (ethanol). The product is Br.N12CCC(CC1)(C2)C(=O)OCC (Ethyl 1-azabicyclo[2.2.1]hept-4-ylcarboxylate hydrobromide salt), solid. Yield: 84.0%. Reaction SMILES: [Br-:1].C([N+:9]12[CH2:15][C:12]([C:16]([O:18][CH2:19][CH3:20])=[O:17])([CH2:13][CH2:14]1)[CH2:11][CH2:10]2)C1C=CC=CC=1>C(O)C.[Pd]>[BrH:1].[N:9]12[CH2:15][C:12]([C:16]([O:18][CH2:19][CH3:20])=[O:17])([CH2:11][CH2:10]1)[CH2:13][CH2:14]2 |f:0.1,4.5|. Procedure: A suspension of ethyl 1-benzyl-1-azoniabicyclo[2.2.1]hept-4-ylcarboxylate bromide (D16, 130 g, 0.38 mole) in ethanol (500 ml) was hydrogenated over 10% palladium on charcoal catalyst (8 g) at atmospheric temperature and pressure for 18 h. The catalyst was removed by filtering through celite, washing several times with hot ethanol, and the filtrate concentrated in vacuo to give the title compound (D17) as a crystalline white solid (80.1 g, 84%). Reactants: COC(=O)c1ccc2c(c1)CC(C)(C)C(c1ccc([N+](=O)[O-])cc1)N2, CO, [Fe], O. The product is COC(=O)c1ccc2c(c1)CC(C)(C)C(c1ccc(N)cc1)N2. RXN SMILES: [CH3:1][O:2][C:3](=[O:4])[c:5]1[cH:6][c:7]2[c:12]([cH:13][cH:14]1)[NH:11][CH:10]([c:15]1[cH:16][cH:17][c:18]([N+:21]([O-:22])=[O:23])[cH:19][cH:20]1)[C:9]([CH3:24])([CH3:25])[CH2:8]2.[CH3:27][OH:28].[Fe:29].[OH2:26]>>[CH3:1][O:2][C:3](=[O:4])[c:5]1[cH:6][c:7]2[c:12]([cH:13][cH:14]1)[NH:11][CH:10]([c:15]1[cH:16][cH:17][c:18]([NH2:21])[cH:19][cH:20]1)[C:9]([CH3:24])([CH3:25])[CH2:8]2. Starting materials: ClC1=CC=2N(C=3N(C(C2C=N1)=O)N=C(C3)C)C (6-Chloro-2,4-dimethylpyrazolo[1,5-a]pyrido[4,3-d]pyrimidin-9(4H)-one), C[S-].[Na+] (sodium methyl mercaptide). Run in CN(C=O)C (dimethylformamide). Run at time 10 hour. The product is CC1=NN2C(N(C3=C(C2=O)C=NC(=C3)SC)C)=C1 (2,4-Dimethyl-6-(methylthio)pyrazolo[1,5-a]pyrido[4,3-d]pyrimidin-9(4H)-one). The yield is 73.0%. Reaction SMILES: Cl[C:2]1[N:11]=[CH:10][C:9]2[C:8](=[O:12])[N:7]3[N:13]=[C:14]([CH3:16])[CH:15]=[C:6]3[N:5]([CH3:17])[C:4]=2[CH:3]=1.[CH3:18][S-:19].[Na+]>CN(C)C=O>[CH3:16][C:14]1[CH:15]=[C:6]2[N:5]([CH3:17])[C:4]3[CH:3]=[C:2]([S:19][CH3:18])[N:11]=[CH:10][C:9]=3[C:8](=[O:12])[N:7]2[N:13]=1 |f:1.2|. Reported procedure: 0.1 mole of 6-chloro-2,4-dimethylpyrazolo[1,5-a]pyrido[4,3-d]pyrimidin-9(4H)-one of Example 5 is suspended in 100 ml. of dimethylformamide. 0.15 mole of sodium methyl mercaptide is added and the mixture is heated at reflux temperature with stirring for 10 hours. After this time, the precipitated sodium chloride is filtered off and 100 ml. of water are added. 2,4-dimethyl-6-(methylthio)pyrazolo[1,5-a]pyrido[4,3-d]pyrimidin-9(4H)-one crystallizes and is filtered off, yield: 73%; m.p. >300° (butyl ... Reactants: OC1=C(CO)C=C(C=C1)Br (2-hydroxy-5-bromobenzyl alcohol), BrCC(=O)C1=CC=C(C=C1)C (2-bromo-4′-methylacetophenone), C([O-])([O-])=O.[K+].[K+] (potassium carbonate). Run in CC(=O)C (acetone). Product: BrC1=CC(=C(OCC(=O)C2=CC=C(C=C2)C)C=C1)CO (2-[4-bromo-2-(hydroxymethyl)phenoxy]-1-(4-methylphenyl)-1-ethanone). Yield: 72.7%. As a reaction SMILES: [OH:1][C:2]1[CH:9]=[CH:8][C:7]([Br:10])=[CH:6][C:3]=1[CH2:4][OH:5].Br[CH2:12][C:13]([C:15]1[CH:20]=[CH:19][C:18]([CH3:21])=[CH:17][CH:16]=1)=[O:14].C(=O)([O-])[O-].[K+].[K+]>CC(C)=O>[Br:10][C:7]1[CH:8]=[CH:9][C:2]([O:1][CH2:12][C:13]([C:15]2[CH:20]=[CH:19][C:18]([CH3:21])=[CH:17][CH:16]=2)=[O:14])=[C:3]([CH2:4][OH:5])[CH:6]=1 |f:2.3.4|. Procedure details: A mixed solution of 2-hydroxy-5-bromobenzyl alcohol (3.00 g) and 2-bromo-4′-methylacetophenone (3.50 g) and potassium carbonate (2.45 g) in acetone (50 ml) was stirred at 80° C. for 4 hours. After cooling to room temperature, a solid material was removed by filtration and the filtrate was concentrated under reduced pressure. The residue was subjected to separation and purification using column chromatography (ethyl acetate/hexane 2:3→1:1) to obtain 2-[4-bromo-2-(hydroxymethyl)phenoxy]-1-(4-methy... Reactants: IC1=C(C=CC=C1)C1=CC=CC=C1 (2-iodo-biphenyl), [Mg] (magnesium), C1=CC=NC=2C3=NC=CC=C3C(C12)=O (4,5-diazafluoren-9-one), arylmagnesium iodide. Solvent: CCOCC (ether), C1CCOC1 (THF). Yields the product C1(=C(C=CC=C1)C1(C=2C(=NC=CC2)C2=NC=CC=C21)O)C2=CC=CC=C2 (5-biphenyl-2-yl-5H-cyclopenta[2,1-b;3,4-b′]dipyridin-5-ol). Isolated yield 93.6%. RXN SMILES: I[C:2]1[CH:7]=[CH:6][CH:5]=[CH:4][C:3]=1[C:8]1[CH:13]=[CH:12][CH:11]=[CH:10][CH:9]=1.[Mg].[CH:15]1[C:27]2[C:26](=[O:28])[C:25]3[C:20](=[N:21][CH:22]=[CH:23][CH:24]=3)[C:19]=2[N:18]=[CH:17][CH:16]=1>CCOCC.C1COCC1>[C:3]1([C:8]2[CH:13]=[CH:12][CH:11]=[CH:10][CH:9]=2)[CH:4]=[CH:5][CH:6]=[CH:7][C:2]=1[C:26]1([OH:28])[C:27]2[C:19](=[N:18][CH:17]=[CH:16][CH:15]=2)[C:20]2=[N:21][CH:22]=[CH:23][CH:24]=[C:25]12. Procedure: Referring to scheme 6, under reflux, a flask containing with arylmagnesium iodide that was firstly prepared in advance from 2-iodo-biphenyl (11.2 g, 40 mmol) and magnesium (0.97 g, 40 mmol) in ether was added into 4,5-diazafluoren-9-one (3.64 g, 20 mmol) in THF. The mixture was refluxed for another 12 hours, then quenched with water after cooling to ambient temperature and extracted with CHCl3. The combined organic extracts were dried (MgSO4) and concentrated by rotary evaporation. The resulting... Starting materials: ClC1=C(C=CC(=C1)CCNC1=NC=CC(=N1)C1=CC(=CC=C1)CNC(C)C)O (2-Chloro-4-(2-{4-[3-(isopropylamino-methyl)-phenyl]-pyrimidin-2-ylamino}-ethyl)-phenol), 570, ClC1=C(C=CC(=C1)CCNC1=NC=CC(=N1)C1=CC(=CC=C1)CNC(C)C)O (2-Chloro-4-(2-{4-[3-(isopropylamino-methyl)-phenyl]-pyrimidin-2-ylamino}-ethyl)-phenol), FC(C1=CC=NC=C1C(=O)O)(F)F (4-trifluoromethyl-nicotinic acid). Product: ClC=1C=C(C=CC1O)CCNC1=NC=CC(=N1)C=1C=C(CN(C(C2=CN=CC=C2C(F)(F)F)=O)C(C)C)C=CC1 (N-(3-{2-[2-(3-Chloro-4-hydroxy-phenyl)-ethylamino]pyrimidin-4-yl}-benzyl)-N-isopropyl-4-trifluoromethyl-nicotinamide). As a reaction SMILES: [Cl:1][C:2]1[CH:7]=[C:6]([CH2:8][CH2:9][NH:10][C:11]2[N:16]=[C:15]([C:17]3[CH:22]=[CH:21][CH:20]=[C:19]([CH2:23][NH:24][CH:25]([CH3:27])[CH3:26])[CH:18]=3)[CH:14]=[CH:13][N:12]=2)[CH:5]=[CH:4][C:3]=1[OH:28].[F:29][C:30]([F:41])([F:40])[C:31]1[C:36]([C:37](O)=[O:38])=[CH:35][N:34]=[CH:33][CH:32]=1>>[Cl:1][C:2]1[CH:7]=[C:6]([CH2:8][CH2:9][NH:10][C:11]2[N:16]=[C:15]([C:17]3[CH:18]=[C:19]([CH:20]=[CH:21][CH:22]=3)[CH2:23][N:24]([CH:25]([CH3:26])[CH3:27])[C:37](=[O:38])[C:36]3[C:31]([C:30]([F:41])([F:29])[F:40])=[CH:32][CH:33]=[N:34][CH:35]=3)[CH:14]=[CH:13][N:12]=2)[CH:5]=[CH:4][C:3]=1[OH:28]. Reported procedure: 2-Chloro-4-(2-{4-[3-(isopropylamino-methyl)-phenyl]-pyrimidin-2-ylamino}-ethyl)-phenol (compound 132) was coupled with 4-trifluoromethyl-nicotinic acid following procedure D2. LC-MS showed the product had the expected M+H+ of 570. 1H NMR (Varian 300 MHz, CDCl3, shifts relative to the solvent peak at 7.24 ppm) δ 9.4 (s, 1H)) 9.0 (d, 1H) 8.4 (s, 1H) 8.3 (d, 1H) 8.1 (s, 1H) 7.9 (d, 1H) 7.7 (d, 1H) 7.5 (m, 1H) 7.4 (m, 2H) 7.2 (s, 1H) 6.9 (d, 1H) 5.7 (s, br, 1H) 3.9 (s, 2H) 3.7 (m, 2H) 3.1 (m, 1H) 2....